From a dataset of the Open Reaction Database (ORD), a public repository of structured organic reaction records. describe an organic reaction: reactants, conditions, products, and yield Reactants: CS(=O)(=O)OC(CN(CC1=C(C=CC(=C1)C(F)(F)F)C1=C(C=CC(=C1)C(C)C)OC)C(=O)OC(C)(C)C)C1=CC(=CC(=C1)C(F)(F)F)C(F)(F)F (1-[3,5-bis(trifluoromethyl)phenyl]-2-((tert-butoxycarbonyl){[5′-isopropyl-2′-methoxy-4-(trifluoromethyl)biphenyl-2-yl]methyl}amino)ethyl methanesulfonate), [N-]=[N+]=[N-].[Na+] (NaN3). Solvent: CCOC(=O)C (EtOAc), CN1CCCN(C1=O)C (DMPU). Conditions: time 15 hour. The product is C(C)(C)(C)OC(N(CC1=C(C=CC(=C1)C(F)(F)F)C1=C(C=CC(=C1)C(C)C)OC)CC(C1=CC(=CC(=C1)C(F)(F)F)C(F)(F)F)N=[N+]=[N-])=O (tert-butyl{2-azido-2-[3,5-bis(trifluoromethyl)phenyl]ethyl}{[5′-isopropyl-2′-methoxy-4-(trifluoromethyl)biphenyl-2-yl]methyl}carbamate). Reaction SMILES: CS(O[CH:6]([C:38]1[CH:43]=[C:42]([C:44]([F:47])([F:46])[F:45])[CH:41]=[C:40]([C:48]([F:51])([F:50])[F:49])[CH:39]=1)[CH2:7][N:8]([C:31]([O:33][C:34]([CH3:37])([CH3:36])[CH3:35])=[O:32])[CH2:9][C:10]1[CH:15]=[C:14]([C:16]([F:19])([F:18])[F:17])[CH:13]=[CH:12][C:11]=1[C:20]1[CH:25]=[C:24]([CH:26]([CH3:28])[CH3:27])[CH:23]=[CH:22][C:21]=1[O:29][CH3:30])(=O)=O.[N-:52]=[N+:53]=[N-:54].[Na+]>CN1C(=O)N(C)CCC1.CCOC(C)=O>[C:34]([O:33][C:31](=[O:32])[N:8]([CH2:7][CH:6]([N:52]=[N+:53]=[N-:54])[C:38]1[CH:43]=[C:42]([C:44]([F:47])([F:46])[F:45])[CH:41]=[C:40]([C:48]([F:49])([F:50])[F:51])[CH:39]=1)[CH2:9][C:10]1[CH:15]=[C:14]([C:16]([F:19])([F:18])[F:17])[CH:13]=[CH:12][C:11]=1[C:20]1[CH:25]=[C:24]([CH:26]([CH3:27])[CH3:28])[CH:23]=[CH:22][C:21]=1[O:29][CH3:30])([CH3:36])([CH3:37])[CH3:35] |f:1.2|. Reported procedure: The 1-[3,5-bis(trifluoromethyl)phenyl]-2-((tert-butoxycarbonyl){[5′-isopropyl-2′-methoxy-4-(trifluoromethyl)biphenyl-2-yl]methyl}amino)ethyl methanesulfonate from the previous reaction was dissolved in DMPU (15 mL) and treated with NaN3 (140 mg, 2.15 mmol). The reaction was stirred at room temperature for 15 hours and then diluted with EtOAc (75 ml). The solution was washed with H2O (5×40 mL) and brine (40 mL). The organic layer was dried over Na2SO4, filtered, and concentrated. The residue was ...